Dataset: the Open Reaction Database (ORD), a public repository of structured organic reaction records. Task: describe an organic reaction: reactants, conditions, products, and yield Starting materials: C(C1=CC=CC=C1)N1C(CC(C1)NC)C(=O)N1CCN(CC1)C1=C(C#N)C=CC=C1 (2-[4-(1-benzyl-4-methylamino-pyrrolidine-2-carbonyl)-piperazin-1-yl]-benzonitrile), FC=1C=C(C=O)C=CC1 (3-fluorobenzaldehyde). The product is C(C1=CC=CC=C1)N1[C@@H](C[C@@H](C1)N(C)CC1=CC(=CC=C1)F)C(=O)N1CCN(CC1)C1=C(C#N)C=CC=C1 (2-(4-{(2S,4S)-1-Benzyl-4-[(3-fluorobenzyl)-methyl-amino]-pyrrolidine-2-carbonyl}-piperazin-1-yl)-benzonitrile). As a reaction SMILES: [CH2:1]([N:8]1[CH2:12][CH:11]([NH:13][CH3:14])[CH2:10][CH:9]1[C:15]([N:17]1[CH2:22][CH2:21][N:20]([C:23]2[CH:30]=[CH:29][CH:28]=[CH:27][C:24]=2[C:25]#[N:26])[CH2:19][CH2:18]1)=[O:16])[C:2]1[CH:7]=[CH:6][CH:5]=[CH:4][CH:3]=1.[F:31][C:32]1[CH:33]=[C:34]([CH:37]=[CH:38][CH:39]=1)[CH:35]=O>>[CH2:1]([N:8]1[CH2:12][C@@H:11]([N:13]([CH2:35][C:34]2[CH:37]=[CH:38][CH:39]=[C:32]([F:31])[CH:33]=2)[CH3:14])[CH2:10][C@H:9]1[C:15]([N:17]1[CH2:22][CH2:21][N:20]([C:23]2[CH:30]=[CH:29][CH:28]=[CH:27][C:24]=2[C:25]#[N:26])[CH2:19][CH2:18]1)=[O:16])[C:2]1[CH:7]=[CH:6][CH:5]=[CH:4][CH:3]=1. Procedure: As described for Example 75d, 2-[4-(1-benzyl-4-methylamino-pyrrolidine-2-carbonyl)-piperazin-1-yl]-benzonitrile was converted, using 3-fluorobenzaldehyde instead of 3,4-dichlorobenzaldehyde, to the title compound. MS m/e=512.5 [M+H]+. Reactants: CN1C(N(COC1)CC1=CN=C(S1)SC1=CC=CC=C1)=N[N+](=O)[O-] (5-methyl-4-nitroimino-3-(2-phenylthiothiazol-5-ylmethyl)-perhydro-1,3,5-oxadiazine), Cl (hydrochloric acid), ClCl (chlorine). Run in ClC1=CC=CC=C1 (chlorobenzene). Run at time 2 hour. Yields the product ClC=1SC(=CN1)CN1COCN(C1=N[N+](=O)[O-])C (3-(2-Chlorothiazol-5-ylmethyl)-5-methyl-4-nitroimino-perhydro-1,3,5-oxadiazine). Isolated yield 90.4%. As a reaction SMILES: [ClH:1].[CH3:2][N:3]1[CH2:8][O:7][CH2:6][N:5]([CH2:9][C:10]2[S:14][C:13](SC3C=CC=CC=3)=[N:12][CH:11]=2)[C:4]1=[N:22][N+:23]([O-:25])=[O:24].ClCl>ClC1C=CC=CC=1>[Cl:1][C:13]1[S:14][C:10]([CH2:9][N:5]2[C:4](=[N:22][N+:23]([O-:25])=[O:24])[N:3]([CH3:2])[CH2:8][O:7][CH2:6]2)=[CH:11][N:12]=1. Reported procedure: To a mixture of 300 g of aqueous hydrochloric acid (32%) and 150 g of chlorobenzene are added with stirring 183 g of 5-methyl-4-nitroimino-3-(2-phenylthiothiazol-5-ylmethyl)-perhydro-1,3,5-oxadiazine within 5 minutes. 124 g of chlorine are then passed into the mixture at 20 to 25° over a period of 4 hours. After stirring for a further 2 hours, the excess of chlorine is removed by introduction of nitrogen, and the aqueous phase (containing the title compound in hydrochloride form) is separated of...